This data is from the Open Reaction Database (ORD), a public repository of structured organic reaction records. The task is: describe an organic reaction: reactants, conditions, products, and yield Reactants: COC(CC1=C(C=CC=C1)C#CC1=NC(=NC=C1C(F)(F)F)NC1=CC=C(C=C1)C1CN(C1)C(=O)OC(C)(C)C)=O (tert-butyl 3-(4-((4-((2-(2-methoxy-2-oxoethyl)phenyl)ethynyl)-5-(trifluoromethyl)pyrimidin-2-yl)amino)phenyl)azetidine-1-carboxylate). Reagents/catalysts: [Pd] (Pd/C). The solvent is CCOC(=O)C (EtOAc). Conditions: time 18 hour. Yields the product COC(CC1=C(CCC2=NC(=NC=C2C(F)(F)F)NC2=CC=C(C=C2)C2CN(C2)C(=O)OC(C)(C)C)C=CC=C1)=O (tert-Butyl 3-(4-((4-(2-(2-methoxy-2-oxoethyl)phenethyl)-5-(trifluoromethyl)pyrimidin-2-yl)amino)phenyl)azetidine-1-carboxylate), foam. Isolated yield 90.0%. RXN SMILES: [CH3:1][O:2][C:3](=[O:41])[CH2:4][C:5]1[CH:10]=[CH:9][CH:8]=[CH:7][C:6]=1[C:11]#[C:12][C:13]1[C:18]([C:19]([F:22])([F:21])[F:20])=[CH:17][N:16]=[C:15]([NH:23][C:24]2[CH:29]=[CH:28][C:27]([CH:30]3[CH2:33][N:32]([C:34]([O:36][C:37]([CH3:40])([CH3:39])[CH3:38])=[O:35])[CH2:31]3)=[CH:26][CH:25]=2)[N:14]=1>CCOC(C)=O.[Pd]>[CH3:1][O:2][C:3](=[O:41])[CH2:4][C:5]1[CH:10]=[CH:9][CH:8]=[CH:7][C:6]=1[CH2:11][CH2:12][C:13]1[C:18]([C:19]([F:21])([F:22])[F:20])=[CH:17][N:16]=[C:15]([NH:23][C:24]2[CH:29]=[CH:28][C:27]([CH:30]3[CH2:31][N:32]([C:34]([O:36][C:37]([CH3:39])([CH3:40])[CH3:38])=[O:35])[CH2:33]3)=[CH:26][CH:25]=2)[N:14]=1. Procedure: A suspension of tert-butyl 3-(4-((4-((2-(2-methoxy-2-oxoethyl)phenyl)ethynyl)-5-(trifluoromethyl)pyrimidin-2-yl)amino)phenyl)azetidine-1-carboxylate (A79) (570 mg, 1.00 mmol) and 10% Pd/C (0.600 g) in EtOAc (13 mL) was stirred under a hydrogen atmosphere for 18 hours. The resulting mixture was filtered through a pad of Celite, washing with EtOAc and the filtrate concentrated in vacuo to give the title compound A80 as a light yellow foam (521 mg, 90%); 1H NMR (300 MHz, d6-DMSO) δ 8.56 (s, 1H), 7.... Reactants: C(CCC)[Li] (n-Butyllithium), IC1=C(C=CC=C1C)CO ((2-iodo-3-methyl-phenyl)-methanol), B(OC)(OC)OC (Trimethyl borate), C([O-])([O-])=O.[Na+].[Na+] (sodium carbonate), C(C)(C)(C)OC(NC(=N)C=1SC(=C(C1)S(=O)(=O)C1=CC(=CC=C1)Br)SC)=O ({[4-(3-Bromo-benzenesulfonyl)-5-methylsulfanyl-thiophen-2-yl]-imino-methyl}-carbamic acid tert-butyl ester). The reagents and catalysts are C=1C=CC(=CC1)[P](C=2C=CC=CC2)(C=3C=CC=CC3)[Pd]([P](C=4C=CC=CC4)(C=5C=CC=CC5)C=6C=CC=CC6)([P](C=7C=CC=CC7)(C=8C=CC=CC8)C=9C=CC=CC9)[P](C=1C=CC=CC1)(C=1C=CC=CC1)C=1C=CC=CC1 (tetrakis(triphenylphosphine)palladium(0)). The solvent is C(C)(=O)OCC (Ethyl acetate), CCOCC (ether). Conditions: time 0.5 hour. Product: C(C)(C)(C)OC(NC(=N)C=1SC(=C(C1)S(=O)(=O)C=1C=C(C=CC1)C1=C(C=CC=C1C)CO)SC)=O ({[4-(2′-Hydroxymethyl-6′-methyl-biphenyl-3-sulfonyl)-5-methylsulfanyl-thiophen-2-yl]-imino-methyl}-carbamic acid tert-butyl ester). The yield is 74.3%. RXN SMILES: C([Li])CCC.I[C:7]1[C:12]([CH3:13])=[CH:11][CH:10]=[CH:9][C:8]=1[CH2:14][OH:15].B(OC)(OC)OC.C(=O)([O-])[O-].[Na+].[Na+].[C:29]([O:33][C:34](=[O:55])[NH:35][C:36]([C:38]1[S:39][C:40]([S:53][CH3:54])=[C:41]([S:43]([C:46]2[CH:51]=[CH:50][CH:49]=[C:48](Br)[CH:47]=2)(=[O:45])=[O:44])[CH:42]=1)=[NH:37])([CH3:32])([CH3:31])[CH3:30]>CCOCC.C1C=CC([P]([Pd]([P](C2C=CC=CC=2)(C2C=CC=CC=2)C2C=CC=CC=2)([P](C2C=CC=CC=2)(C2C=CC=CC=2)C2C=CC=CC=2)[P](C2C=CC=CC=2)(C2C=CC=CC=2)C2C=CC=CC=2)(C2C=CC=CC=2)C2C=CC=CC=2)=CC=1.C(OCC)(=O)C>[C:29]([O:33][C:34](=[O:55])[NH:35][C:36]([C:38]1[S:39][C:40]([S:53][CH3:54])=[C:41]([S:43]([C:46]2[CH:47]=[C:48]([C:7]3[C:12]([CH3:13])=[CH:11][CH:10]=[CH:9][C:8]=3[CH2:14][OH:15])[CH:49]=[CH:50][CH:51]=2)(=[O:45])=[O:44])[CH:42]=1)=[NH:37])([CH3:32])([CH3:31])[CH3:30] |f:3.4.5,^1:64,66,85,104|. Reported procedure: n-Butyllithium (2.5M) [4.03 mL] was added to a solution of (2-iodo-3-methyl-phenyl)-methanol (1.00 g, 4.04 mL) [example 213, step a] in ether [20 mL] at −78° C. and stirred for 0.5 hours. Trimethyl borate [1.13 mL, 10.1 mmol) was added and the solution was stirred for 2 hours at room temperature, followed by evaporation. The crude residue was dissolved in ethanol/toluene (1/2) [30 mL] and 2M sodium carbonate [16.2 mL] followed by addition of {[4-(3-bromo-benzenesulfonyl)-5-methylsulfanyl-thiophe... Reactants: C([O-])([O-])=O.[K+].[K+] (potassium carbonate), N1CCNCC1 (Piperazine), ClC1=C(C=CC=C1)[N+](=O)[O-] (2-chloronitrobenzene). The solvent is C(Cl)Cl (methylene chloride), C(C)#N (acetonitrile). Reaction conditions: time 1 hour. Yields the product [N+](=O)([O-])C1=C(C=CC=C1)N1CCNCC1 (1-(2-Nitrophenyl)piperazine). RXN SMILES: [NH:1]1[CH2:6][CH2:5][NH:4][CH2:3][CH2:2]1.C(=O)([O-])[O-].[K+].[K+].Cl[C:14]1[CH:19]=[CH:18][CH:17]=[CH:16][C:15]=1[N+:20]([O-:22])=[O:21]>C(#N)C.C(Cl)Cl>[N+:20]([C:15]1[CH:16]=[CH:17][CH:18]=[CH:19][C:14]=1[N:1]1[CH2:6][CH2:5][NH:4][CH2:3][CH2:2]1)([O-:22])=[O:21] |f:1.2.3|. Procedure details: Piperazine (24.46 g) is dissolved in acetonitrile (200 ml) and anhydrous potassium carbonate (10.47 g) is added. Then 2-chloronitrobenzene (10.0 g) is added dropwise. After stirring 1 hr at 20°, the reaction mixture is diluted with methylene chloride, washed with water, and saturated aqueous potassium carbonate. After drying over anhydrous sodium sulfate, the reaction mixture is concentrated under reduced pressure to give the title compound, NMR (300 MHz, CDCl3) 7.75, 7.49, 7.14, 7.04, 3.03 and ... The reactants are CCOC(=O)CC(NCc1ccccc1)C(CF)(OC)OC, CO, [Pd]. The product is CCOC(=O)CC(N)C(CF)(OC)OC. RXN SMILES: [CH2:1]([c:2]1[cH:3][cH:4][cH:5][cH:6][cH:7]1)[NH:8][CH:9]([CH2:10][C:11](=[O:12])[O:13][CH2:14][CH3:15])[C:16]([CH2:17][F:18])([O:19][CH3:20])[O:21][CH3:22].[CH3:23][OH:24].[Pd:25]>>[NH2:8][CH:9]([CH2:10][C:11](=[O:12])[O:13][CH2:14][CH3:15])[C:16]([CH2:17][F:18])([O:19][CH3:20])[O:21][CH3:22]. Starting materials: CCCCC(CC)CO, Cl, O. Yields the product CCCCC(CC)CCl. As a reaction SMILES: [CH2:1]([CH3:2])[CH:3]([CH2:4][OH:5])[CH2:6][CH2:7][CH2:8][CH3:9].[ClH:10].[OH2:11]>>[CH2:1]([CH3:2])[CH:3]([CH2:4][Cl:10])[CH2:6][CH2:7][CH2:8][CH3:9]. Reactants: ClC=1C=C(C=CC1Cl)C(CS(=O)(=O)C)C1CN(C1)C(=O)OC(C)(C)C (Tertiary butyl 3-(1-(3,4-dichlorophenyl)-2-(methylsulfonyl)ethyl)azetidine-1-carboxylate), C1(CCCC1)O (cyclopentanol). Run in C(Cl)Cl (methylene chloride). The product is C1(CCCC1)OC(C1CN(C1)C(=O)OC(C)(C)C)C1=CC(=C(C=C1)Cl)Cl (tertiary butyl 3-((cyclopentyloxy)(3,4-dichlorophenyl)methyl)azetidine-1-carboxylate). Reaction SMILES: [Cl:1][C:2]1[CH:3]=[C:4]([CH:9]([CH:15]2[CH2:18][N:17]([C:19]([O:21][C:22]([CH3:25])([CH3:24])[CH3:23])=[O:20])[CH2:16]2)CS(C)(=O)=O)[CH:5]=[CH:6][C:7]=1[Cl:8].[CH:26]1([OH:31])[CH2:30][CH2:29][CH2:28][CH2:27]1>C(Cl)Cl>[CH:26]1([O:31][CH:9]([C:4]2[CH:5]=[CH:6][C:7]([Cl:8])=[C:2]([Cl:1])[CH:3]=2)[CH:15]2[CH2:16][N:17]([C:19]([O:21][C:22]([CH3:23])([CH3:24])[CH3:25])=[O:20])[CH2:18]2)[CH2:30][CH2:29][CH2:28][CH2:27]1. Procedure: Tertiary butyl 3-(1-(3,4-dichlorophenyl)-2-(methylsulfonyl)ethyl)azetidine-1-carboxylate (0.2 g, 0.49 mmol) and cyclopentanol (3.0 mL, 2.4 mmol) were stirred at 80° C. for one day. The reaction mixture was dissolved in methylene chloride (70 mL), and the organic layer was washed with saturated sodium carbonate (Na2CO3) and distilled water once, respectively, and dried over anhydrous magnesium sulfate to remove the solvent. Finally, a colorless liquid was obtained, and purified by flash chromatog... The reactants are CN(CC=1C=C(C=C(C1N)Br)Br)C2CCCCC2.Cl (bromhexine hydrochloride), C([C@@H]1[C@H]([C@@H]([C@H]([C@H](O1)O[C@H]([C@@H](CO)O)[C@@H]([C@H](CO)O)O)O)O)O)O (maltitol), C(C1=CC=CC=C1)(=O)O (benzoic acid). Run in O (water). Yields the product CN(CC1=CC(=CC(=C1N)Br)Br)C2CCCCC2 (Bisolvon). RXN SMILES: [CH3:1][N:2]([CH:13]1[CH2:18][CH2:17][CH2:16][CH2:15][CH2:14]1)[CH2:3][C:4]1[CH:5]=[C:6]([Br:12])[CH:7]=[C:8]([Br:11])[C:9]=1[NH2:10].Cl.C(O)[C@H]1O[C@H](O[C@@H]([C@H](O)[C@@H](O)CO)[C@H](O)CO)[C@H](O)[C@@H](O)[C@@H]1O.C(O)(=O)C1C=CC=CC=1>O>[CH3:1][N:2]([CH:13]1[CH2:18][CH2:17][CH2:16][CH2:15][CH2:14]1)[CH2:3][C:4]1[C:9]([NH2:10])=[C:8]([Br:11])[CH:7]=[C:6]([Br:12])[CH:5]=1 |f:0.1|. Procedure details: Composition: bromhexine hydrochloride (0.16 g/100 ml), maltitol liquid (50 g), benzoic acid (0.13 g/100 ml), flavourings, water. Reactants: O=C([O-])[O-], CCO, ClCc1ccccc1, Cl, NCc1ccccc1C(F)(F)C(F)(F)c1ccccc1, [K+], [K+], c1ccccc1. Yields the product FC(F)(c1ccccc1)C(F)(F)c1ccccc1CNCc1ccccc1. As a reaction SMILES: [C:29](=[O:30])([O-:31])[O-:32].[CH3:36][CH2:37][OH:38].[Cl:21][CH2:22][c:23]1[cH:24][cH:25][cH:26][cH:27][cH:28]1.[ClH:35].[F:1][C:2]([C:3]([c:4]1[cH:5][cH:6][cH:7][cH:8][cH:9]1)([F:10])[F:11])([F:12])[c:13]1[c:14]([CH2:15][NH2:16])[cH:17][cH:18][cH:19][cH:20]1.[K+:33].[K+:34].[cH:39]1[cH:40][cH:41][cH:42][cH:43][cH:44]1>>[F:1][C:2]([C:3]([c:4]1[cH:5][cH:6][cH:7][cH:8][cH:9]1)([F:10])[F:11])([F:12])[c:13]1[c:14]([CH2:15][NH:16][CH2:22][c:23]2[cH:24][cH:25][cH:26][cH:27][cH:28]2)[cH:17][cH:18][cH:19][cH:20]1. Reactants: BrC=1C=C(C=CC1)C1=CN(C=C(C1=O)C1=CC=CC=C1)C (3-(3-bromophenyl)-1-methyl-5-phenyl-4(1H)-pyridinone), N1C(C=CC=C1)=O (pyridinone), [H-].[Al+3].[Li+].[H-].[H-].[H-] (lithium aluminum hydride). The solvent is CC(C)=O (2-propanone). Yields the product BrC=1C=C(C=CC1)C1CN(CC(C1=O)C1=CC=CC=C1)C (3-(3-bromophenyl)-1-methyl-5-phenyl-4-piperidinone). As a reaction SMILES: [Br:1][C:2]1[CH:3]=[C:4]([C:8]2[C:13](=[O:14])[C:12]([C:15]3[CH:20]=[CH:19][CH:18]=[CH:17][CH:16]=3)=[CH:11][N:10]([CH3:21])[CH:9]=2)[CH:5]=[CH:6][CH:7]=1.N1C=CC=CC1=O.[H-].[Al+3].[Li+].[H-].[H-].[H-]>CC(=O)C>[Br:1][C:2]1[CH:3]=[C:4]([CH:8]2[C:13](=[O:14])[CH:12]([C:15]3[CH:20]=[CH:19][CH:18]=[CH:17][CH:16]=3)[CH2:11][N:10]([CH3:21])[CH2:9]2)[CH:5]=[CH:6][CH:7]=1 |f:2.3.4.5.6.7|. Reported procedure: A 10 g. portion of 3-(3-bromophenyl)-1-methyl-5-phenyl-4(1H)-pyridinone was made from 22 g. of the corresponding 2-propanone as described in Examples 1-3. The pyridinone was reduced with 2 g. of lithium aluminum hydride as described in the examples above, and the reaction mixture was chromatographed as described above with benzene-ethyl acetate mixtures. The combined yield of the compounds of Examples 13 and 13a was 4 g., molecular weight 341 by mass spectroscopy. The yield of the compound of Ex... The reactants are COc1ccc(C(C)C)cc1-c1ccc(C(F)(F)F)cc1CNc1ncc(Br)cn1, CC(C)(C)P(c1ccccc1-c1ccccc1)C(C)(C)C, C1COCCN1, CC(C)(C)[O-], Cc1ccccc1, [Na+], O=C(C=Cc1ccccc1)C=Cc1ccccc1, O=C(C=Cc1ccccc1)C=Cc1ccccc1, O=C(C=Cc1ccccc1)C=Cc1ccccc1, [Pd], [Pd]. Product: COc1ccc(C(C)C)cc1-c1ccc(C(F)(F)F)cc1CNc1ncc(N2CCOCC2)cn1. Reaction SMILES: [Br:1][c:2]1[cH:3][n:4][c:5]([NH:8][CH2:9][c:10]2[c:11](-[c:20]3[c:21]([O:29][CH3:30])[cH:22][cH:23][c:24]([CH:26]([CH3:27])[CH3:28])[cH:25]3)[cH:12][cH:13][c:14]([C:16]([F:17])([F:18])[F:19])[cH:15]2)[n:6][cH:7]1.[C:31]([P:32]([C:33]([CH3:34])([CH3:35])[CH3:36])[c:37]1[cH:38][cH:39][cH:40][cH:41][c:42]1-[c:43]1[cH:44][cH:45][cH:46][cH:47][cH:48]1)([CH3:49])([CH3:50])[CH3:51].[CH2:52]1[CH2:53][O:54][CH2:55][CH2:56][NH:57]1.[CH3:58][C:59]([CH3:60])([O-:61])[CH3:62].[CH3:64][c:65]1[cH:66][cH:67][cH:68][cH:69][cH:70]1.[Na+:63].[O:109]=[C:110]([CH:111]=[CH:112][c:113]1[cH:114][cH:115][cH:116][cH:117][cH:118]1)[CH:119]=[CH:120][c:121]1[cH:122][cH:123][cH:124][cH:125][cH:126]1.[O:73]=[C:74]([CH:75]=[CH:76][c:77]1[cH:78][cH:79][cH:80][cH:81][cH:82]1)[CH:83]=[CH:84][c:85]1[cH:86][cH:87][cH:88][cH:89][cH:90]1.[O:91]=[C:92]([CH:93]=[CH:94][c:95]1[cH:96][cH:97][cH:98][cH:99][cH:100]1)[CH:101]=[CH:102][c:103]1[cH:104][cH:105][cH:106][cH:107][cH:108]1.[Pd:71].[Pd:72]>>[c:2]1([N:57]2[CH2:52][CH2:53][O:54][CH2:55][CH2:56]2)[cH:3][n:4][c:5]([NH:8][CH2:9][c:10]2[c:11](-[c:20]3[c:21]([O:29][CH3:30])[cH:22][cH:23][c:24]([CH:26]([CH3:27])[CH3:28])[cH:25]3)[cH:12][cH:13][c:14]([C:16]([F:17])([F:18])[F:19])[cH:15]2)[n:6][cH:7]1.